From a dataset of the Open Reaction Database (ORD), a public repository of structured organic reaction records. describe an organic reaction: reactants, conditions, products, and yield Reactants: anhydride, NC1=CC=C(C=C1)C1=NN(C(CC2=C1C=C1C(=C2)OCO1)C)C(C)=O (1-(4-aminophenyl)-3-acetyl-4-methyl-7,8-methylenedioxy-3,4-dihydro-5H-2,3-benzodiazepine), C(C)(=O)OC(C)=O (acetic anhydride), ice water. Yields the product C(C)(=O)NC1=CC=C(C=C1)C1=NN(C(CC2=C1C=C1C(=C2)OCO1)C)C(C)=O (1-(4-Acetylaminophenyl)-3-acetyl-4-methyl-7,8-methylenedioxy-3,4-dihydro-5H-2,3-benzodiazepine). As a reaction SMILES: [NH2:1][C:2]1[CH:7]=[CH:6][C:5]([C:8]2[C:14]3[CH:15]=[C:16]4[O:21][CH2:20][O:19][C:17]4=[CH:18][C:13]=3[CH2:12][CH:11]([CH3:22])[N:10]([C:23](=[O:25])[CH3:24])[N:9]=2)=[CH:4][CH:3]=1.[C:26](OC(=O)C)(=[O:28])[CH3:27]>>[C:26]([NH:1][C:2]1[CH:7]=[CH:6][C:5]([C:8]2[C:14]3[CH:15]=[C:16]4[O:21][CH2:20][O:19][C:17]4=[CH:18][C:13]=3[CH2:12][CH:11]([CH3:22])[N:10]([C:23](=[O:25])[CH3:24])[N:9]=2)=[CH:4][CH:3]=1)(=[O:28])[CH3:27]. Procedure: 1.3 g (4.4 mmol) of 1-(4-aminophenyl)-3-acetyl-4-methyl-7,8-methylenedioxy-3,4-dihydro-5H-2,3-benzodiazepine were stirred at 20°-25° C. with 5 ml of acetic anhydride for one hour, then the yellow solution was poured into 100 g of ice-water and stirred until the decomposition of the excess anhydride became complete. The precipitate formed was filtered, washed with 3×10 ml of distilled water and dried to give 1.6 g of raw product. After recrystallization from 20 ml of benzene 1.50 g (89.85%) of th... Reactants: COC1=CC=C(CCN)C=C1 (4-methoxyphenethylamine), C1C(C2=CC=CC=C2)O1 (styrene oxide), N-(2-hydroxy-2-phenyl)ethyl-4-methoxyphenethylamine. Yields the product O(C)C=1C=CC2=C(C(CNCC2)C2=CC=CC=C2)C1 (8-methoxy1-phenyl-2,3,4,5-tetrahydro-1H-3-benzazepine). Reaction SMILES: [CH3:1][O:2][C:3]1[CH:11]=[CH:10][C:6]([CH2:7][CH2:8][NH2:9])=[CH:5][CH:4]=1.[CH2:12]1O[CH:13]1[C:14]1[CH:19]=[CH:18][CH:17]=[CH:16][CH:15]=1>>[O:2]([C:3]1[CH:11]=[CH:10][C:6]2[CH2:7][CH2:8][NH:9][CH2:12][CH:13]([C:14]3[CH:19]=[CH:18][CH:17]=[CH:16][CH:15]=3)[C:5]=2[CH:4]=1)[CH3:1]. Procedure details: According to the Procedure A above, 4-methoxyphenethylamine is reacted with styrene oxide and the resulting N-(2-hydroxy-2-phenyl)ethyl-4-methoxyphenethylamine is cyclized with acid to give 8-methoxy1-phenyl-2,3,4,5-tetrahydro-1H-3-benzazepine. A salt, for example the hydrochloride, of this compound is reacted with bromine to give the 7-bromo compound which is reacted with butyllithium and phenyl disulfide or trifluoromethanesulfenyl chloride to give 8-methoxy-1-phenyl-7-phenylthio(or 7-trifluor... Starting materials: Cc1cc(Br)cnc1CCCCN, ClC(Cl)Cl, O=S1(=O)N=C(Cl)c2ccccc21. Product: Cc1cc(Br)cnc1CCCCNC1=NS(=O)(=O)c2ccccc21. As a reaction SMILES: [Br:1][c:2]1[cH:3][c:4]([CH3:13])[c:5]([CH2:8][CH2:9][CH2:10][CH2:11][NH2:12])[n:6][cH:7]1.[CH:26]([Cl:27])([Cl:28])[Cl:29].[Cl:14][C:15]1=[N:16][S:17](=[O:24])(=[O:25])[c:18]2[c:19]1[cH:20][cH:21][cH:22][cH:23]2>>[Br:1][c:2]1[cH:3][c:4]([CH3:13])[c:5]([CH2:8][CH2:9][CH2:10][CH2:11][NH:12][C:15]2=[N:16][S:17](=[O:24])(=[O:25])[c:18]3[c:19]2[cH:20][cH:21][cH:22][cH:23]3)[n:6][cH:7]1. Starting materials: ClC=1C=C(COC(=O)NC2CC3CCC(C2)N3C(=O)OC(C)(C)C)C=C(C1)Cl (tert-butyl 3-((((3,5-dichlorobenzyl)oxy)carbonyl)amino)-8-azabicyclo[3.2.1]octane-8-carboxylate), Cl (HCl). The solvent is O1CCOCC1 (dioxane), O1CCOCC1 (dioxane). Run at time 3 hour. Yields the product Cl.C12CC(CC(CC1)N2)NC(OCC2=CC(=CC(=C2)Cl)Cl)=O (3,5-Dichlorobenzyl 8-azabicyclo[3.2.1]octan-3-ylcarbamate hydrochloride). As a reaction SMILES: [Cl:1][C:2]1[CH:3]=[C:4]([CH:25]=[C:26]([Cl:28])[CH:27]=1)[CH2:5][O:6][C:7]([NH:9][CH:10]1[CH2:16][CH:15]2[N:17](C(OC(C)(C)C)=O)[CH:12]([CH2:13][CH2:14]2)[CH2:11]1)=[O:8].Cl>O1CCOCC1>[ClH:1].[CH:15]12[NH:17][CH:12]([CH2:13][CH2:14]1)[CH2:11][CH:10]([NH:9][C:7](=[O:8])[O:6][CH2:5][C:4]1[CH:3]=[C:2]([Cl:1])[CH:27]=[C:26]([Cl:28])[CH:25]=1)[CH2:16]2 |f:3.4|. Procedure: A reaction mixture comprising of tert-butyl 3-((((3,5-dichlorobenzyl)oxy)carbonyl)amino)-8-azabicyclo[3.2.1]octane-8-carboxylate (388.3 mg, 0.904 mmol) in dioxane (5 mL) was treated with 4M HCl in dioxane (0.678 mL, 2.71 mmol) and stirred at room temperature for 3 hours. The resulting mixture concentrated under reduced pressure. No further purification was carried out and the material was taken on crude to the next step. Reactants: BrCC1CCC1, CC1=NC(c2ccccc2)COC1=O. The product is CC1(CC2CCC2)NC(c2ccccc2)COC1=O. Reaction SMILES: [Br:15][CH2:16][CH:17]1[CH2:18][CH2:19][CH2:20]1.[CH3:1][C:2]1=[N:7][CH:6]([c:8]2[cH:9][cH:10][cH:11][cH:12][cH:13]2)[CH2:5][O:4][C:3]1=[O:14]>>[CH3:1][C:2]1([CH2:16][CH:17]2[CH2:18][CH2:19][CH2:20]2)[C:3](=[O:14])[O:4][CH2:5][CH:6]([c:8]2[cH:9][cH:10][cH:11][cH:12][cH:13]2)[NH:7]1.